Dataset: the Open Reaction Database (ORD), a public repository of structured organic reaction records. Task: describe an organic reaction: reactants, conditions, products, and yield Reactants: OCC1=NC2=CC3=C(C=C2C=C1)C[C@]1(C(NC2=NC=CC=C21)=O)C3 ((S)-2-(Hydroxymethyl)-6,8-dihydrospiro[cyclopenta[g]quinoline-7,3′-pyrrolo[2,3-b]pyridin]-2′(1′H)-one), S(=O)(Cl)Cl (thionyl chloride). The solvent is C(Cl)Cl (CH2Cl2). Reaction conditions: time 1 hour. The product is ClCC1=NC2=CC3=C(C=C2C=C1)C[C@]1(C(NC2=NC=CC=C21)=O)C3 ((S)-2-(Chloromethyl)-6,8-dihydrospiro[cyclopenta[g]quinoline-7,3′-pyrrolo[2,3-b]pyridin]-2′(1′H)-one). RXN SMILES: O[CH2:2][C:3]1[CH:12]=[CH:11][C:10]2[C:5](=[CH:6][C:7]3[CH2:24][C@:14]4([C:22]5[C:17](=[N:18][CH:19]=[CH:20][CH:21]=5)[NH:16][C:15]4=[O:23])[CH2:13][C:8]=3[CH:9]=2)[N:4]=1.S(Cl)([Cl:27])=O>C(Cl)Cl>[Cl:27][CH2:2][C:3]1[CH:12]=[CH:11][C:10]2[C:5](=[CH:6][C:7]3[CH2:24][C@:14]4([C:22]5[C:17](=[N:18][CH:19]=[CH:20][CH:21]=5)[NH:16][C:15]4=[O:23])[CH2:13][C:8]=3[CH:9]=2)[N:4]=1. Procedure: To a stirred solution of (S)-2-(hydroxymethyl)-6,8-dihydrospiro[cyclopenta[g]quinoline-7,3′-pyrrolo[2,3-b]pyridin]-2′(1′B)-one from Step A (203 mg, 0.64 mmol) in CH2Cl2 (20 mL) was added thionyl chloride (761 mg, 6.40 mmol) and the resulting mixture was stirred at ambient temperature for 1 h, then concentrated in vacuo. The residue was partitioned between saturated aqueous NaHCO3 (20 mL) and CH2Cl2 (30 mL). The aqueous layer was extracted further with CH2Cl2 (2×30 mL). The combined organic extra...